From a dataset of the Open Reaction Database (ORD), a public repository of structured organic reaction records. describe an organic reaction: reactants, conditions, products, and yield The reactants are C[C@@H]1N(C[C@H](N(C1)C)C)C1=CC=C(C=C1)N (racemic-4-(trans-2,4,5-Trimethyl-piperazin-1-yl)-phenylamine), CN1[C@H](CN(C[C@H]1C)C1=CC=C(C=C1)[N+](=O)[O-])C (cis-1,2,6-trimethyl-4-(4-nitrophenyl)piperazine). The reagents and catalysts are [Pd] (Pd/C). The product is C[C@@H]1CN(C[C@@H](N1C)C)C1=CC=C(C=C1)N (4-(cis-3,4,5-Trimethyl-piperazin-1-yl)-phenylamine). Yield: 104.9%. Reaction SMILES: C[C@H]1CN(C)[C@H](C)CN1C1C=CC(N)=CC=1.[CH3:17][N:18]1[C@H:23]([CH3:24])[CH2:22][N:21]([C:25]2[CH:30]=[CH:29][C:28]([N+:31]([O-])=O)=[CH:27][CH:26]=2)[CH2:20][C@@H:19]1[CH3:34]>[Pd]>[CH3:34][C@H:19]1[N:18]([CH3:17])[C@@H:23]([CH3:24])[CH2:22][N:21]([C:25]2[CH:26]=[CH:27][C:28]([NH2:31])=[CH:29][CH:30]=2)[CH2:20]1. Procedure details: Using the method described above for the synthesis of racemic-4-(trans-2,4,5-Trimethyl-piperazin-1-yl)-phenylamine, treatment of cis-1,2,6-trimethyl-4-(4-nitrophenyl)piperazine (1.28 g, 5.13 mmol) with H2 and 10% Pd/C (130 mg) provided crude 4-(cis-3,4,5-Trimethyl-piperazin-1-yl)-phenylamine (1.18 g, 101% recovery, >85% purity as determined by LC/MS analysis @ UV 254 nm detection). The crude product was used in the next step without further purification. LCMS-ESI (m/z): calcd for C13H21N3, 219; ...